The task is: describe an organic reaction: reactants, conditions, products, and yield. This data is from the Open Reaction Database (ORD), a public repository of structured organic reaction records. Run at time 16 hour. Starting materials: polyethyleneimine, C(O)CN (Ethanolamine), C(C1=CC=CC=C1)#N (benzonitrile). RXN SMILES: [CH2:1]([CH2:3][NH2:4])[OH:2].[C:5](#N)[C:6]1[CH:11]=[CH:10][CH:9]=[CH:8][CH:7]=1>O.O.C([O-])(=O)C.[Cd+2].C([O-])(=O)C>[C:6]1([C:5]2[O:2][CH2:1][CH2:3][N:4]=2)[CH:11]=[CH:10][CH:9]=[CH:8][CH:7]=1 |f:2.3.4.5.6|. The reagents and catalysts are O.O.C(C)(=O)[O-].[Cd+2].C(C)(=O)[O-] (cadmium acetate dihydrate). Yields the product C1(=CC=CC=C1)C=1OCCN1 (2-phenyl-2-oxazoline). Reported procedure: Linear polyethyleneimine with a number average molecular weight of about 30,000 as determined by gel permeation chromatography was prepared as follows. Ethanolamine (304 grams) was added over a period of 90 minutes to a stirred suspension of 16.5 grams of cadmium acetate dihydrate in 512 grams of benzonitrile at 130° C. After 16 hours, distillation of the mixture yielded a clear fraction of 2-phenyl-2-oxazoline boiling at 82° C. and at a pressure of 1.5 millimeters of mercury. Subsequently, 2-ph...